Dataset: the Open Reaction Database (ORD), a public repository of structured organic reaction records. Task: describe an organic reaction: reactants, conditions, products, and yield Starting materials: C(C)(C)(C)O.C(C)(C)(C)OOC(C)(C)C (tertiary butyl alcohol ditertiary butyl peroxide). Run in C(C)(C)(C)O (tertiary butyl alcohol). The product is C1C(C)O1 (propylene oxide), C(C)(C)(C)OO (tertiary butyl hydroperoxide). Reaction SMILES: [C:1]([OH:5])(C)([CH3:3])[CH3:2].[C:6]([O:10][O:11]C(C)(C)C)([CH3:9])([CH3:8])[CH3:7]>C(O)(C)(C)C>[CH2:2]1[O:5][CH:1]1[CH3:3].[C:6]([O:10][OH:11])([CH3:9])([CH3:8])[CH3:7] |f:0.1|. Procedure details: In order to demonstrate the need for obtaining the tertiary butyl alcohol/ditertiary butyl peroxide azeotrope fraction described above, the tertiary butyl alcohol starting material obtained from the reaction of propylene oxide with tertiary butyl hydroperoxide, as described above, was sequentially extracted in a batch water extractor. In each extraction, 15 grams of raffinate or upper layer was extracted with the amount of water as indicated in Table I. As a reaction SMILES: [F:1][c:2]1[c:3]([O:4][c:5]2[n:6][cH:7][n:8][n:9]3[c:10]2[c:11]([CH3:21])[c:12]([O:14][CH2:15][CH2:16][CH2:17][N:18]([CH3:19])[CH3:20])[cH:13]3)[cH:22][cH:23][c:24]([N+:26]([O-:27])=[O:28])[cH:25]1.[F:29][c:30]1[cH:31][c:32]([NH:33][C:34]([NH:35][C:36](=[O:37])[CH2:38][c:39]2[cH:40][cH:41][c:42]([F:43])[cH:44][cH:45]2)=[S:46])[cH:47][cH:48][c:49]1[O:50][c:51]1[c:52]2[c:53]([CH3:54])[cH:55][cH:56][n:57]2[n:58][cH:59][n:60]1>>[F:1][c:2]1[c:3]([O:4][c:5]2[n:6][cH:7][n:8][n:9]3[c:10]2[c:11]([CH3:21])[c:12]([O:14][CH2:15][CH2:16][CH2:17][N:18]([CH3:19])[CH3:20])[cH:13]3)[cH:22][cH:23][c:24]([NH2:26])[cH:25]1. Reactants: Cc1c(OCCCN(C)C)cn2ncnc(Oc3ccc([N+](=O)[O-])cc3F)c12, Cc1ccn2ncnc(Oc3ccc(NC(=S)NC(=O)Cc4ccc(F)cc4)cc3F)c12. Product: Cc1c(OCCCN(C)C)cn2ncnc(Oc3ccc(N)cc3F)c12.